This data is from the Open Reaction Database (ORD), a public repository of structured organic reaction records. The task is: describe an organic reaction: reactants, conditions, products, and yield The reactants are CCOC(=O)/C=C(/C)\N (Ethyl-3-amino crotonate), C(C)OC1=C(C=O)C(=CC=C1)CCCCCCCCCCCCCCC (2-Ethoxy-6-pentadecyl benzaldehyde), C(CC(=O)C)(=O)OCC (ethyl acetoacetate), C(C)(=O)O (Acetic acid), N1CCCCC1 (piperidine). Solvent: C(CCC)O (n-butanol). Conditions: time 3.5 hour. Product: C(C)OC1=C(C(=CC=C1)CCCCCCCCCCCCCCC)C1C(=C(NC(=C1C(=O)OCC)C)C)C(=O)OCC (diethyl 1,4-dihydro-4-(2′-ethoxy-6′-pentadecyl phenyl)-2,6-dimethyl-3,5-pyridine dicarboxylate). RXN SMILES: [CH2:1]([O:3][C:4]1[CH:11]=[CH:10][CH:9]=[C:8]([CH2:12][CH2:13][CH2:14][CH2:15][CH2:16][CH2:17][CH2:18][CH2:19][CH2:20][CH2:21][CH2:22][CH2:23][CH2:24][CH2:25][CH3:26])[C:5]=1[CH:6]=O)[CH3:2].[C:27]([O:33][CH2:34][CH3:35])(=[O:32])[CH2:28][C:29]([CH3:31])=O.C(O)(=O)C.N1CCCCC1.[CH3:46][CH2:47][O:48][C:49](/[CH:51]=[C:52](\[NH2:54])/[CH3:53])=[O:50]>C(O)CCC>[CH2:1]([O:3][C:4]1[CH:11]=[CH:10][CH:9]=[C:8]([CH2:12][CH2:13][CH2:14][CH2:15][CH2:16][CH2:17][CH2:18][CH2:19][CH2:20][CH2:21][CH2:22][CH2:23][CH2:24][CH2:25][CH3:26])[C:5]=1[CH:6]1[C:28]([C:27]([O:33][CH2:34][CH3:35])=[O:32])=[C:29]([CH3:31])[NH:54][C:52]([CH3:53])=[C:51]1[C:49]([O:48][CH2:47][CH3:46])=[O:50])[CH3:2]. Reported procedure: 2-Ethoxy-6-pentadecyl benzaldehyde (3 g, 8.3 mmol) and ethyl acetoacetate (1.08 g, 8.3 mmol) were dissolved in n-butanol (20 mL). Acetic acid (0.5 g, 8.3 mmol) and piperidine (0.7 g, 8.3 mmol) were added and stirred at room temperature for 3-4 hrs. Ethyl-3-amino crotonate (1.08 g, 8.3 mmol) was then added and refluxed for 10 hrs. n-Butanol was evaporated and reaction mixture was washed with distilled water and extracted with dichloromethane (10 mL). Organic layer was dried over sodium sulfate, e...